This data is from the Open Reaction Database (ORD), a public repository of structured organic reaction records. The task is: describe an organic reaction: reactants, conditions, products, and yield The reactants are ClCC1=CC=C(COC2=CC=C(C=C2)CCC(=O)OC)C=C1 (Methyl 3-(4-{[4-(chloromethyl)benzyl]oxy}phenyl)propanoate), P(=O)(O)(O)[O-].[K+] (potassium dihydrogenphosphate), ClC1=CC=C(C=C1)CCNC(=S)N (N-[2-(4-chlorophenyl)ethyl]thiourea), BrCC(=O)C1=CC=CC=C1 (2-bromo-1-phenylethanone), [H-].[Na+] (Sodium hydride). The solvent is CN(C=O)C (N,N-dimethylformamide). Conditions: time 1 hour. Yields the product ClC1=CC=C(C=C1)CCN(C=1SC=C(N1)C1=CC=CC=C1)CC1=CC=C(COC2=CC=C(C=C2)CCC(=O)O)C=C1 (3-{4-[(4-([[2-(4-chlorophenyl)ethyl](4-phenyl-1,3-thiazol-2-yl)amino]methyl)benzyl)oxy]phenyl}propanoic acid). Yield: 38.9%. RXN SMILES: [Cl:1][C:2]1[CH:7]=[CH:6][C:5]([CH2:8][CH2:9][NH:10][C:11]([NH2:13])=[S:12])=[CH:4][CH:3]=1.Br[CH2:15][C:16]([C:18]1[CH:23]=[CH:22][CH:21]=[CH:20][CH:19]=1)=O.[H-].[Na+].Cl[CH2:27][C:28]1[CH:47]=[CH:46][C:31]([CH2:32][O:33][C:34]2[CH:39]=[CH:38][C:37]([CH2:40][CH2:41][C:42]([O:44]C)=[O:43])=[CH:36][CH:35]=2)=[CH:30][CH:29]=1.P([O-])(O)(O)=O.[K+]>CN(C)C=O>[Cl:1][C:2]1[CH:3]=[CH:4][C:5]([CH2:8][CH2:9][N:10]([CH2:27][C:28]2[CH:47]=[CH:46][C:31]([CH2:32][O:33][C:34]3[CH:39]=[CH:38][C:37]([CH2:40][CH2:41][C:42]([OH:44])=[O:43])=[CH:36][CH:35]=3)=[CH:30][CH:29]=2)[C:11]2[S:12][CH:15]=[C:16]([C:18]3[CH:23]=[CH:22][CH:21]=[CH:20][CH:19]=3)[N:13]=2)=[CH:6][CH:7]=1 |f:2.3,5.6|. Reported procedure: A mixture of N-[2-(4-chlorophenyl)ethyl]thiourea (108 mg), 2-bromo-1-phenylethanone (100 mg) and N,N-dimethylformamide (3 mL) was stirred at room temperature for 1 hr. Sodium hydride (60% in oil, 40 mg) was added to this mixture under ice-cooling, allowed to warm to room temperature and stirred for 1 hr. Methyl 3-(4-{[4-(chloromethyl)benzyl]oxy}phenyl)propanoate (159 mg) was added to the reaction mixture under ice-cooling, and the mixture was allowed to warm to room temperature and further stirr... Reactants: C1CCOC1, CO, O=CO, O=[N+]([O-])c1cccc(OCCCl)c1CS(=O)(=O)c1cccc2ccccc12. The product is Nc1cccc(OCCCl)c1CS(=O)(=O)c1cccc2ccccc12. As a reaction SMILES: [CH2:31]1[O:32][CH2:33][CH2:34][CH2:35]1.[CH3:36][OH:37].[CH:28]([OH:29])=[O:30].[Cl:1][CH2:2][CH2:3][O:4][c:5]1[c:6]([CH2:14][S:15](=[O:16])(=[O:17])[c:18]2[cH:19][cH:20][cH:21][c:22]3[cH:23][cH:24][cH:25][cH:26][c:27]23)[c:7]([N+:11]([O-:12])=[O:13])[cH:8][cH:9][cH:10]1>>[Cl:1][CH2:2][CH2:3][O:4][c:5]1[c:6]([CH2:14][S:15](=[O:16])(=[O:17])[c:18]2[cH:19][cH:20][cH:21][c:22]3[cH:23][cH:24][cH:25][cH:26][c:27]23)[c:7]([NH2:11])[cH:8][cH:9][cH:10]1. The product is Cc1cc(CBr)ccc1NC(=O)OC(C)(C)C. As a reaction SMILES: [C:1]([CH3:2])([CH3:3])([CH3:4])[O:5][C:6]([NH:7][c:8]1[c:9]([CH3:16])[cH:10][c:11]([CH2:14][OH:15])[cH:12][cH:13]1)=[O:17].[C:37]([Br:38])([Br:39])([Br:40])[Br:41].[CH2:42]([Cl:43])[Cl:44].[c:18]1([P:19]([c:20]2[cH:21][cH:22][cH:23][cH:24][cH:25]2)[c:26]2[cH:27][cH:28][cH:29][cH:30][cH:31]2)[cH:32][cH:33][cH:34][cH:35][cH:36]1>>[C:1]([CH3:2])([CH3:3])([CH3:4])[O:5][C:6]([NH:7][c:8]1[c:9]([CH3:16])[cH:10][c:11]([CH2:14][Br:38])[cH:12][cH:13]1)=[O:17]. Starting materials: Cc1cc(CO)ccc1NC(=O)OC(C)(C)C, BrC(Br)(Br)Br, ClCCl, c1ccc(P(c2ccccc2)c2ccccc2)cc1. Reactants: ClCCl, Nc1ccccc1NS(=O)(=O)c1ccc(Cl)cc1, c1ccncc1, O=S(=O)(Cl)c1cc2ccccc2s1. Product: O=S(=O)(Nc1ccccc1NS(=O)(=O)c1cc2ccccc2s1)c1ccc(Cl)cc1. Reaction SMILES: [Cl:32][CH2:33][Cl:34].[NH2:1][c:2]1[c:3]([NH:8][S:9](=[O:10])(=[O:11])[c:12]2[cH:13][cH:14][c:15]([Cl:18])[cH:16][cH:17]2)[cH:4][cH:5][cH:6][cH:7]1.[cH:35]1[cH:36][cH:37][n:38][cH:39][cH:40]1.[s:19]1[c:20]2[c:21]([cH:22][c:23]1[S:24](=[O:25])(=[O:26])[Cl:27])[cH:28][cH:29][cH:30][cH:31]2>>[NH:1]([c:2]1[c:3]([NH:8][S:9](=[O:10])(=[O:11])[c:12]2[cH:13][cH:14][c:15]([Cl:18])[cH:16][cH:17]2)[cH:4][cH:5][cH:6][cH:7]1)[S:24]([c:23]1[s:19][c:20]2[c:21]([cH:22]1)[cH:28][cH:29][cH:30][cH:31]2)(=[O:25])=[O:26]. Reactants: C1CCOC1, CCCCCC, O=C=Nc1cccc(C(F)(F)F)c1, Nc1cc(Oc2ccc3c(c2)OCCN3)ncn1. Product: Nc1cc(Oc2ccc3c(c2)OCCN3C(=O)Nc2cccc(C(F)(F)F)c2)ncn1. RXN SMILES: [CH2:38]1[O:39][CH2:40][CH2:41][CH2:42]1.[CH3:32][CH2:33][CH2:34][CH2:35][CH2:36][CH3:37].[F:1][C:2]([c:3]1[cH:4][c:5]([N:9]=[C:10]=[O:11])[cH:6][cH:7][cH:8]1)([F:12])[F:13].[O:14]1[CH2:15][CH2:16][NH:17][c:18]2[c:19]1[cH:20][c:21]([O:24][c:25]1[cH:26][c:27]([NH2:31])[n:28][cH:29][n:30]1)[cH:22][cH:23]2>>[F:1][C:2]([c:3]1[cH:4][c:5]([NH:9][C:10](=[O:11])[N:17]2[CH2:16][CH2:15][O:14][c:19]3[c:18]2[cH:23][cH:22][c:21]([O:24][c:25]2[cH:26][c:27]([NH2:31])[n:28][cH:29][n:30]2)[cH:20]3)[cH:6][cH:7][cH:8]1)([F:12])[F:13]. The product is CN(C)c3ccc(c2ccc1ccccc1c2)cc3. Reagents/catalysts: PCy3. Starting materials: CN(C)c2ccc(B1OCC(C)(C)CO1)cc2 (effective_coupling_partner), COc2ccc1ccccc1c2 (substrate). Reaction conditions: temperature 120 celsius, time 12 hour. The reactants are CN(C)c1ccncc1, COc1cc2nccc(Cl)c2cc1OC, Clc1ccccc1Cl, O, COc1cc2ncccc2cc1O. The product is COc1cc2nccc(Oc3cc4cccnc4cc3OC)c2cc1OC. RXN SMILES: [CH3:30][N:31]([CH3:32])[c:33]1[cH:34][cH:35][n:36][cH:37][cH:38]1.[Cl:14][c:15]1[cH:16][cH:17][n:18][c:19]2[cH:20][c:21]([O:27][CH3:28])[c:22]([O:25][CH3:26])[cH:23][c:24]12.[Cl:39][c:40]1[cH:41][cH:42][cH:43][cH:44][c:45]1[Cl:46].[OH2:29].[OH:1][c:2]1[cH:3][c:4]2[cH:5][cH:6][cH:7][n:8][c:9]2[cH:10][c:11]1[O:12][CH3:13]>>[O:1]([c:2]1[cH:3][c:4]2[cH:5][cH:6][cH:7][n:8][c:9]2[cH:10][c:11]1[O:12][CH3:13])[c:15]1[cH:16][cH:17][n:18][c:19]2[cH:20][c:21]([O:27][CH3:28])[c:22]([O:25][CH3:26])[cH:23][c:24]12.